Dataset: the Open Reaction Database (ORD), a public repository of structured organic reaction records. Task: describe an organic reaction: reactants, conditions, products, and yield Reactants: CCO, [K+], [Na+], [OH-], [OH-], N#CC1(c2ccccc2)CC1. The product is O=C(O)C1(c2ccccc2)CC1. Reaction SMILES: [CH3:16][CH2:17][OH:18].[K+:13].[Na+:15].[OH-:12].[OH-:14].[c:1]1([C:7]2([C:10]#[N:11])[CH2:8][CH2:9]2)[cH:2][cH:3][cH:4][cH:5][cH:6]1>>[c:1]1([C:7]2([C:10](=[O:12])[OH:14])[CH2:8][CH2:9]2)[cH:2][cH:3][cH:4][cH:5][cH:6]1.